From a dataset of the Open Reaction Database (ORD), a public repository of structured organic reaction records. describe an organic reaction: reactants, conditions, products, and yield Reactants: COc1ccc(C(=O)C(C)Br)c(C)c1, O=C([O-])[O-], Cc1nc(C)n(-c2c(C)n[nH]c2O)n1, [Cs+], [Cs+], CN(C)C=O. The product is COc1ccc(C(=O)C(C)Oc2[nH]nc(C)c2-n2nc(C)nc2C)c(C)c1. RXN SMILES: [Br:21][CH:22]([C:23](=[O:24])[c:25]1[c:26]([CH3:33])[cH:27][c:28]([O:31][CH3:32])[cH:29][cH:30]1)[CH3:34].[C:15](=[O:16])([O-:17])[O-:18].[CH3:1][c:2]1[n:3][n:4](-[c:8]2[c:9]([OH:14])[nH:10][n:11][c:12]2[CH3:13])[c:5]([CH3:7])[n:6]1.[Cs+:19].[Cs+:20].[O:35]=[CH:36][N:37]([CH3:38])[CH3:39]>>[CH3:1][c:2]1[n:3][n:4](-[c:8]2[c:9]([O:14][CH:22]([C:23](=[O:24])[c:25]3[c:26]([CH3:33])[cH:27][c:28]([O:31][CH3:32])[cH:29][cH:30]3)[CH3:34])[nH:10][n:11][c:12]2[CH3:13])[c:5]([CH3:7])[n:6]1. Reactants: C(C)(C)(C)OC(NC(CC(C)C)C(NC1=CC=C(C=C1)C1=C(C=CC(=C1)C=1OC=CN1)C)=O)=O ([3-Methyl-1-(2′-methyl-5′-oxazol-2-yl-biphenyl-4-ylcarbamoyl)-butyl]-carbamic acid tert-butyl ester), FC(C(=O)O)(F)F (2,2,2-trifluoroacetic acid), C(Cl)Cl.CO (CH2Cl2 MeOH). Solvent: C(Cl)Cl (DCM). Product: CC1=C(C=C(C=C1)C=1OC=CN1)C1=CC=C(C=C1)NC(C(CC(C)C)N)=O (2-Amino-4-methyl-pentanoic acid (2′-methyl-5′-oxazol-2-yl-biphenyl-4-yl)-amide). Isolated yield 10.3%. Reaction SMILES: C(OC(=O)[NH:7][CH:8]([C:13](=[O:33])[NH:14][C:15]1[CH:20]=[CH:19][C:18]([C:21]2[CH:26]=[C:25]([C:27]3[O:28][CH:29]=[CH:30][N:31]=3)[CH:24]=[CH:23][C:22]=2[CH3:32])=[CH:17][CH:16]=1)[CH2:9][CH:10]([CH3:12])[CH3:11])(C)(C)C.FC(F)(F)C(O)=O.C(Cl)Cl.CO>C(Cl)Cl>[CH3:32][C:22]1[CH:23]=[CH:24][C:25]([C:27]2[O:28][CH:29]=[CH:30][N:31]=2)=[CH:26][C:21]=1[C:18]1[CH:17]=[CH:16][C:15]([NH:14][C:13](=[O:33])[CH:8]([NH2:7])[CH2:9][CH:10]([CH3:12])[CH3:11])=[CH:20][CH:19]=1 |f:2.3|. Procedure details: Into a 50 ml round bottom flask, was placed [3-Methyl-1-(2′-methyl-5′-oxazol-2-yl-biphenyl-4-ylcarbamoyl)-butyl]-carbamic acid tert-butyl ester (370 mg, 0.80 mmol) followed by the slow addition of a solution of 2,2,2-trifluoroacetic acid (3 ml) in DCM (7 ml) with stirring. The resulting solution was allowed to stir at rt for 4 hours. The reaction progress was monitored by TLC (CH2Cl2/MeOH=10:1). The mixture was then concentrated by evaporation under vacuum using a rotary evaporator. Adjustment o...